Dataset: the Open Reaction Database (ORD), a public repository of structured organic reaction records. Task: describe an organic reaction: reactants, conditions, products, and yield Starting materials: CC(=O)O, CCO, O=Cc1ccc(OCCCl)cc1, COc1ccc(NC(=O)c2cccc(OC)c2N)cc1. The product is COc1ccc(N2C(=O)c3cccc(OC)c3NC2c2ccc(OCCCl)cc2)cc1. RXN SMILES: [CH3:33][C:34](=[O:35])[OH:36].[CH3:37][CH2:38][OH:39].[Cl:21][CH2:22][CH2:23][O:24][c:25]1[cH:26][cH:27][c:28]([CH:29]=[O:30])[cH:31][cH:32]1.[NH2:1][c:2]1[c:3]([C:4](=[O:5])[NH:6][c:7]2[cH:8][cH:9][c:10]([O:13][CH3:14])[cH:11][cH:12]2)[cH:15][cH:16][cH:17][c:18]1[O:19][CH3:20]>>[NH:1]1[c:2]2[c:3]([cH:15][cH:16][cH:17][c:18]2[O:19][CH3:20])[C:4](=[O:5])[N:6]([c:7]2[cH:8][cH:9][c:10]([O:13][CH3:14])[cH:11][cH:12]2)[CH:29]1[c:28]1[cH:27][cH:26][c:25]([O:24][CH2:23][CH2:22][Cl:21])[cH:32][cH:31]1. The reactants are CC=1SC(=NN1)C=CC1=C(C=CC=C1)OCC1CO1 (2-methyl-5-[2-(2,3-epoxypropoxy)-styryl]-1,3,4-thiadiazole), C1(CC1)N (cyclopropylamine), compound 3. Solvent: C1(=CC=CC=C1)C (toluene). Yields the product CC=1SC(=NN1)C=CC1=C(C=CC=C1)OCC(CNC1CC1)O (2-Methyl-5-[2-(2-hydroxy-3-cyclopropylamino-propoxy)-styryl]-1,3,4-thiadiazole). As a reaction SMILES: [CH3:1][C:2]1[S:3][C:4]([CH:7]=[CH:8][C:9]2[CH:14]=[CH:13][CH:12]=[CH:11][C:10]=2[O:15][CH2:16][CH:17]2[O:19][CH2:18]2)=[N:5][N:6]=1.[CH:20]1([NH2:23])[CH2:22][CH2:21]1>C1(C)C=CC=CC=1>[CH3:1][C:2]1[S:3][C:4]([CH:7]=[CH:8][C:9]2[CH:14]=[CH:13][CH:12]=[CH:11][C:10]=2[O:15][CH2:16][CH:17]([OH:19])[CH2:18][NH:23][CH:20]2[CH2:22][CH2:21]2)=[N:5][N:6]=1. Procedure: 3.8 g (0.014 mole) of 2-methyl-5-[2-(2,3-epoxypropoxy)-styryl]-1,3,4-thiadiazole and 1.0 g (0.018 mole) of cyclopropylamine are reacted similarly to the Example relating to compound 3. 2.2 g (48% of theory) of yellow crystals, of melting point 144°-145° C., are obtained from toluene. Reactants: C1CCOC1, CO, [Cl-], Cc1c(OCCN2CCN(C)CC2)cn2ncnc(Oc3ccc([N+](=O)[O-])cc3F)c12, [NH4+], [Zn]. The product is Cc1c(OCCN2CCN(C)CC2)cn2ncnc(Oc3ccc(N)cc3F)c12. Reaction SMILES: [CH2:36]1[O:37][CH2:38][CH2:39][CH2:40]1.[CH3:34][OH:35].[Cl-:32].[F:1][c:2]1[c:3]([O:4][c:5]2[n:6][cH:7][n:8][n:9]3[c:10]2[c:11]([CH3:24])[c:12]([O:14][CH2:15][CH2:16][N:17]2[CH2:18][CH2:19][N:20]([CH3:23])[CH2:21][CH2:22]2)[cH:13]3)[cH:25][cH:26][c:27]([N+:29]([O-:30])=[O:31])[cH:28]1.[NH4+:33].[Zn:41]>>[F:1][c:2]1[c:3]([O:4][c:5]2[n:6][cH:7][n:8][n:9]3[c:10]2[c:11]([CH3:24])[c:12]([O:14][CH2:15][CH2:16][N:17]2[CH2:18][CH2:19][N:20]([CH3:23])[CH2:21][CH2:22]2)[cH:13]3)[cH:25][cH:26][c:27]([NH2:29])[cH:28]1. Starting materials: CCSCCCCCCCCCCC(=O)OC(C)C1CCC2C3CCC4N(C)C(=O)CCC4(C)C3CCC12C, CC(C)=O, [O-][I+3]([O-])([O-])[O-], [Na+], [O-][I+3]([O-])([O-])[O-], O. Product: CCS(=O)CCCCCCCCCCC(=O)OC(C)C1CCC2C3CCC4N(C)C(=O)CCC4(C)C3CCC12C. As a reaction SMILES: [CH2:1]([CH3:2])[S:3][CH2:4][CH2:5][CH2:6][CH2:7][CH2:8][CH2:9][CH2:10][CH2:11][CH2:12][CH2:13][C:14](=[O:15])[O:16][CH:17]([CH3:18])[CH:19]1[CH2:20][CH2:21][CH:22]2[CH:23]3[CH2:24][CH2:25][CH:26]4[N:27]([CH3:39])[C:28](=[O:38])[CH2:29][CH2:30][C:31]4([CH3:32])[CH:33]3[CH2:34][CH2:35][C:36]12[CH3:37].[CH3:51][C:52](=[O:53])[CH3:54].[I+3:40]([O-:41])([O-:42])([O-:43])[O-:44].[Na+:45].[O-:46][I+3:47]([O-:48])([O-:49])[O-:50].[OH2:55]>>[CH2:1]([CH3:2])[S:3]([CH2:4][CH2:5][CH2:6][CH2:7][CH2:8][CH2:9][CH2:10][CH2:11][CH2:12][CH2:13][C:14](=[O:15])[O:16][CH:17]([CH3:18])[CH:19]1[CH2:20][CH2:21][CH:22]2[CH:23]3[CH2:24][CH2:25][CH:26]4[N:27]([CH3:39])[C:28](=[O:38])[CH2:29][CH2:30][C:31]4([CH3:32])[CH:33]3[CH2:34][CH2:35][C:36]12[CH3:37])=[O:41].